Dataset: the Open Reaction Database (ORD), a public repository of structured organic reaction records. Task: describe an organic reaction: reactants, conditions, products, and yield Reactants: CS(=O)(=O)Cl, CCCCC(CO)CC1CCCCC1, O, c1ccncc1. The product is CCCCC(COS(C)(=O)=O)CC1CCCCC1. Reaction SMILES: [CH3:15][S:16]([Cl:17])(=[O:18])=[O:19].[CH:1]1([CH2:7][CH:8]([CH2:9][OH:10])[CH2:11][CH2:12][CH2:13][CH3:14])[CH2:2][CH2:3][CH2:4][CH2:5][CH2:6]1.[OH2:20].[cH:21]1[cH:22][cH:23][n:24][cH:25][cH:26]1>>[CH:1]1([CH2:7][CH:8]([CH2:9][O:10][S:16]([CH3:15])(=[O:18])=[O:19])[CH2:11][CH2:12][CH2:13][CH3:14])[CH2:2][CH2:3][CH2:4][CH2:5][CH2:6]1. The reactants are C#CCOCCOC, CCOC(C)=O, CC(C)NC(C)C, Nc1c(Cl)cc(I)c2c1OCO2, [Cu]I, Cl[Pd]Cl, c1ccc(P(c2ccccc2)c2ccccc2)cc1, c1ccc(P(c2ccccc2)c2ccccc2)cc1. Product: COCCOCC#Cc1cc(Cl)c(N)c2c1OCO2. RXN SMILES: [CH3:13][O:14][CH2:15][CH2:16][O:17][CH2:18][C:19]#[CH:20].[CH3:28][CH2:29][O:30][C:31](=[O:32])[CH3:33].[CH:21]([NH:22][CH:23]([CH3:24])[CH3:25])([CH3:26])[CH3:27].[Cl:1][c:2]1[c:3]([NH2:12])[c:4]2[c:5]([c:9]([I:11])[cH:10]1)[O:6][CH2:7][O:8]2.[Cu:75][I:76].[Pd:34]([Cl:35])[Cl:36].[c:37]1([P:38]([c:39]2[cH:40][cH:41][cH:42][cH:43][cH:44]2)[c:45]2[cH:46][cH:47][cH:48][cH:49][cH:50]2)[cH:51][cH:52][cH:53][cH:54][cH:55]1.[c:56]1([P:57]([c:58]2[cH:59][cH:60][cH:61][cH:62][cH:63]2)[c:64]2[cH:65][cH:66][cH:67][cH:68][cH:69]2)[cH:70][cH:71][cH:72][cH:73][cH:74]1>>[Cl:1][c:2]1[c:3]([NH2:12])[c:4]2[c:5]([c:9]([C:20]#[C:19][CH2:18][O:17][CH2:16][CH2:15][O:14][CH3:13])[cH:10]1)[O:6][CH2:7][O:8]2. Reactants: [BH4-], CS(C)=O, CC(=O)O, O=[N+]([O-])C=Cc1cccc(Oc2ccccc2)c1, [Na+], O. Product: O=[N+]([O-])CCc1cccc(Oc2ccccc2)c1. As a reaction SMILES: [BH4-:27].[CH3:1][S:2](=[O:3])[CH3:4].[CH3:23][C:24](=[O:25])[OH:26].[N+:5](=[O:6])([O-:7])[CH:8]=[CH:9][c:10]1[cH:11][c:12]([O:16][c:17]2[cH:18][cH:19][cH:20][cH:21][cH:22]2)[cH:13][cH:14][cH:15]1.[Na+:28].[OH2:29]>>[N+:5](=[O:6])([O-:7])[CH2:8][CH2:9][c:10]1[cH:11][c:12]([O:16][c:17]2[cH:18][cH:19][cH:20][cH:21][cH:22]2)[cH:13][cH:14][cH:15]1. The reactants are OC(CCN(C(OC(C)(C)C)=O)C)CCCC ((3-hydroxyheptyl)methylcarbamic acid, 1,1-dimethylethyl ester), ClC1=CC(=C(C=C1)[N+](=O)[O-])F (4-chloro-2-fluoronitrobenzene). The product is ClC=1C=CC(=C(OC(CCN(C(OC(C)(C)C)=O)C)CCCC)C1)[N+](=O)[O-] ([3-(5-Chloro-2-nitrophenoxy)heptyl]methylcarbamic acid, 1,1-dimethylethyl ester). RXN SMILES: [OH:1][CH:2]([CH2:14][CH2:15][CH2:16][CH3:17])[CH2:3][CH2:4][N:5]([CH3:13])[C:6](=[O:12])[O:7][C:8]([CH3:11])([CH3:10])[CH3:9].[Cl:18][C:19]1[CH:24]=[CH:23][C:22]([N+:25]([O-:27])=[O:26])=[C:21](F)[CH:20]=1>>[Cl:18][C:19]1[CH:20]=[CH:21][C:22]([N+:25]([O-:27])=[O:26])=[C:23]([CH:24]=1)[O:1][CH:2]([CH2:14][CH2:15][CH2:16][CH3:17])[CH2:3][CH2:4][N:5]([CH3:13])[C:6](=[O:12])[O:7][C:8]([CH3:10])([CH3:11])[CH3:9]. Reported procedure: The title compound was prepared according to the method of Example 3 step (b) but using (3-hydroxyheptyl)methylcarbamic acid, 1,1-dimethylethyl ester and 4-chloro-2-fluoronitrobenzene. Starting materials: C(C)OCC1C=2C=3C(=C(N=CC3NC2CCC1)C(=O)O)C (5,6,7,8-tetrahydro-5-ethoxymethyl-4-methylbeta-carboline-3-carboxylic acid). The solvent is C(C)(C)(C)OC(N(C)C)N(C)C (tert-butoxybis(dimethylamino)methane). Product: C(C)(C)(C)OC(=O)C=1N=CC=2NC=3CCCC(C3C2C1C)COCC (5,6,7,8-tetrahydro-5-ethoxymethyl-4-methyl-beta-carboline-3-carboxylic acid tert-butyl ester). RXN SMILES: [CH2:1]([O:3][CH2:4][CH:5]1[CH2:17][CH2:16][CH2:15][C:14]2[NH:13][C:12]3[CH:11]=[N:10][C:9]([C:18]([OH:20])=[O:19])=[C:8]([CH3:21])[C:7]=3[C:6]1=2)[CH3:2]>C(OC(N(C)C)N(C)C)(C)(C)C>[C:5]([O:19][C:18]([C:9]1[N:10]=[CH:11][C:12]2[NH:13][C:14]3[CH2:15][CH2:16][CH2:17][CH:5]([CH2:4][O:3][CH2:1][CH3:2])[C:6]=3[C:7]=2[C:8]=1[CH3:21])=[O:20])([CH3:17])([CH3:6])[CH3:4]. Procedure: 0.35 g of 5,6,7,8-tetrahydro-5-ethoxymethyl-4-methylbeta-carboline-3-carboxylic acid is heated in tert-butoxybis(dimethylamino)methane (8 ml) in an argon atmosphere for 3 hours to 120° C. After evaporation of the volatile ingredients the residue is chromatographed on silica gel with a mixture of dichloromethane (8 parts), acetone (1 part) and ethanol (1 part). The yield is 0.2 g.